From a dataset of the Open Reaction Database (ORD), a public repository of structured organic reaction records. describe an organic reaction: reactants, conditions, products, and yield The reactants are C(C)N(CC)S(F)(F)F (diethylaminosulfur trifluoride), CC(C)CCC[C@@H](C)[C@H]1CC=C2C=3CCC4C[C@H](CC[C@]4(C)C3CC[C@]12C)O (Cholesta-8,14-diene-3β-ol), O (water). Run in C(Cl)Cl (methylenechloride), C(Cl)Cl (methylenechloride). Reaction conditions: temperature -78 celsius. Product: CC(C)CCC[C@@H](C)[C@H]1CC=C2C=3CCC4CC=CC[C@]4(C)C3CC[C@]12C (cholesta-2,8,14-triene). As a reaction SMILES: [CH3:1][CH:2]([CH2:4][CH2:5][CH2:6][C@H:7]([C@@H:9]1[C@:26]2([CH3:27])[C:12]([C:13]3[CH2:14][CH2:15][CH:16]4[C@:21]([C:23]=3[CH2:24][CH2:25]2)([CH3:22])[CH2:20][CH2:19][C@H:18](O)[CH2:17]4)=[CH:11][CH2:10]1)[CH3:8])[CH3:3].C(N(S(F)(F)F)CC)C.O>C(Cl)Cl>[CH3:3][CH:2]([CH2:4][CH2:5][CH2:6][C@H:7]([C@@H:9]1[C@:26]2([CH3:27])[C:12]([C:13]3[CH2:14][CH2:15][CH:16]4[C@:21]([C:23]=3[CH2:24][CH2:25]2)([CH3:22])[CH2:20][CH:19]=[CH:18][CH2:17]4)=[CH:11][CH2:10]1)[CH3:8])[CH3:1]. Reported procedure: The title compound was prepared by using a method analogous to a method described in J Chemical Research (miniprint) (1979) 4714-4755. Cholesta-8,14-diene-3β-ol (1.17 g, 3 mmol) was dissolved in 10 ml of methylenechloride and cooled to −78° C. Over 10 min a solution of diethylaminosulfur trifluoride (1.4 g, 8,7 mmol) in 10 ml of methylenechloride was added at −78° C. The mixture was stirred and was then slowly heated to the room temperature. The reaction mixture was added 15 ml water while stirr...